From a dataset of the Open Reaction Database (ORD), a public repository of structured organic reaction records. describe an organic reaction: reactants, conditions, products, and yield Starting materials: C(C)(C)OC1=CN=CC(=N1)C=1C=C2C(=CNC2=CC1)C1=CN=CC(=N1)N[C@H]1CN(CCC1)C(=O)OC(C)(C)C ((R)-tert-butyl 3-(6-(5-(6-isopropoxypyrazin-2-yl)-1H-indol-3-yl)pyrazin-2-ylamino)piperidine-1-carboxylate), Cl (HCl). The solvent is CCOC(=O)C (EtOAc), CCOC(=O)C (EtOAc). Conditions: time 3 hour. Yields the product C(C)(C)OC1=CN=CC(=N1)C=1C=C2C(=CNC2=CC1)C1=CN=CC(=N1)N[C@H]1CNCCC1 ((R)-6-(5-(6-isopropoxypyrazin-2-yl)-1H-indol-3-yl)-N-(piperidin-3-yl)pyrazin-2-amine). Reaction SMILES: [CH:1]([O:4][C:5]1[N:10]=[C:9]([C:11]2[CH:12]=[C:13]3[C:17](=[CH:18][CH:19]=2)[NH:16][CH:15]=[C:14]3[C:20]2[N:25]=[C:24]([NH:26][C@@H:27]3[CH2:32][CH2:31][CH2:30][N:29](C(OC(C)(C)C)=O)[CH2:28]3)[CH:23]=[N:22][CH:21]=2)[CH:8]=[N:7][CH:6]=1)([CH3:3])[CH3:2].Cl>CCOC(C)=O>[CH:1]([O:4][C:5]1[N:10]=[C:9]([C:11]2[CH:12]=[C:13]3[C:17](=[CH:18][CH:19]=2)[NH:16][CH:15]=[C:14]3[C:20]2[N:25]=[C:24]([NH:26][C@@H:27]3[CH2:32][CH2:31][CH2:30][NH:29][CH2:28]3)[CH:23]=[N:22][CH:21]=2)[CH:8]=[N:7][CH:6]=1)([CH3:3])[CH3:2]. Procedure: To a solution of (R)-tert-butyl 3-(6-(5-(6-isopropoxy-pyrazin-2-yl)-1-tosyl-1H-indol-3-yl)pyrazin-2-ylamino)piperidine-1-carboxylate (0.250 g, 0.365 mmol) in 1-4-dioxane (3.6 mL), 1N NaOH (3.6 mL) was added and heated at 100° C. for 2 h. The reaction mixture was quenched with ice cold water and precipitate was formed. The precipitate was collected by filtration, washed with ice cold water and dried to give pure (R)-tert-butyl 3-(6-(5-(6-isopropoxypyrazin-2-yl)-1H-indol-3-yl)pyrazin-2-ylamino)pip... Starting materials: N(=NC(C#N)(C)C)C(C#N)(C)C (azobisisobutyronitrile), CC(=C[C@@H]1[C@@H](C1(C)C)C(=O)O)C ((-)-cis-chrysanthemic acid), BrBr (bromine). The solvent is C1(=CC=CC=C1)C (toluene), C(Cl)(Cl)(Cl)Cl (carbon tetrachloride). Reaction conditions: time 15 minute. The product is CC(=CC1C(C1(C)C)C(=O)O)C (chrysanthemic acid). Yield: 90.4%. RXN SMILES: [CH3:1][C:2]([CH3:12])=[CH:3][C@H:4]1[C:6]([CH3:8])([CH3:7])[C@H:5]1[C:9]([OH:11])=[O:10].N(C(C)(C)C#N)=NC(C)(C)C#N.BrBr>C1(C)C=CC=CC=1.C(Cl)(Cl)(Cl)Cl>[CH3:1][C:2]([CH3:12])=[CH:3][CH:4]1[C:6]([CH3:7])([CH3:8])[CH:5]1[C:9]([OH:11])=[O:10]. Procedure: 500 mg of (-)-cis-chrysanthemic acid was dissolved in 10 ml of toluene, followed by adding 20 mg of azobisisobutyronitrile. Thereto was added dropwise a solution of bromine (19 mg) in carbon tetrachloride at 80° C. over a period of 10 minutes with stirring. After 15 minutes, the reaction mixture was subjected to a treatment similar to Example 1 to obtain 452 mg of chrysanthemic acid. The optical isomer ratio was as follows: (+)-cis, 3.3%; (-)-cis, 3.2%; (+)-trans, 47.0%; and (-)-trans, 46.5%. The reactants are [Al+3], C1CCOC1, CCCCOC(C)C(=O)OC, [H-], [H-], [H-], [H-], [Li+], O. Product: CCCCOC(C)CO. Reaction SMILES: [Al+3:2].[CH2:19]1[O:20][CH2:21][CH2:22][CH2:23]1.[CH2:7]([CH2:8][CH2:9][CH3:10])[O:11][CH:12]([C:13](=[O:14])[O:15][CH3:16])[CH3:17].[H-:1].[H-:4].[H-:5].[H-:6].[Li+:3].[OH2:18]>>[CH2:7]([CH2:8][CH2:9][CH3:10])[O:11][CH:12]([CH2:13][OH:14])[CH3:17]. Reactants: CCO, [Cl-], [Fe], CC(=O)c1cc(Cn2cc([N+](=O)[O-])cn2)ccn1, N#N, [NH4+], O. Yields the product CC(=O)c1cc(Cn2cc(N)cn2)ccn1. As a reaction SMILES: [CH3:23][CH2:24][OH:25].[Cl-:21].[Fe:27].[N+:3]([O-:4])(=[O:5])[c:6]1[cH:7][n:8][n:9]([CH2:11][c:12]2[cH:13][c:14]([C:18]([CH3:19])=[O:20])[n:15][cH:16][cH:17]2)[cH:10]1.[N:1]#[N:2].[NH4+:22].[OH2:26]>>[NH2:3][c:6]1[cH:7][n:8][n:9]([CH2:11][c:12]2[cH:13][c:14]([C:18]([CH3:19])=[O:20])[n:15][cH:16][cH:17]2)[cH:10]1. Reactants: FC1=C(C=C(C=C1)F)C1(CCC2(OCCO2)CC1)S(=O)(=O)N1CCC(CC1)F (1-[8-(2,5-difluorophenyl)-1,4-dioxa-spiro[4,5]decane-8-sulfonyl]-4-fluoropiperidine), C1(=CC=C(C=C1)S(=O)(=O)O)C (p-toluenesulfonic acid), O (water). The solvent is C(C)(=O)O.O (acetic acid water). The product is FC1=C(C=C(C=C1)F)C1(CCC(CC1)=O)S(=O)(=O)N1CCC(CC1)F (4-(2,5-difluorophenyl)-4-(4-fluoropiperidine-1-sulfonyl)-cyclohexanone). The yield is 63.4%. As a reaction SMILES: [F:1][C:2]1[CH:7]=[CH:6][C:5]([F:8])=[CH:4][C:3]=1[C:9]1([S:19]([N:22]2[CH2:27][CH2:26][CH:25]([F:28])[CH2:24][CH2:23]2)(=[O:21])=[O:20])[CH2:18][CH2:17][C:12]2(OCC[O:13]2)[CH2:11][CH2:10]1.C1(C)C=CC(S(O)(=O)=O)=CC=1.O>C(O)(=O)C.O>[F:1][C:2]1[CH:7]=[CH:6][C:5]([F:8])=[CH:4][C:3]=1[C:9]1([S:19]([N:22]2[CH2:27][CH2:26][CH:25]([F:28])[CH2:24][CH2:23]2)(=[O:20])=[O:21])[CH2:18][CH2:17][C:12](=[O:13])[CH2:11][CH2:10]1 |f:3.4|. Procedure details: The product of Step 2 (2.99 g, 7.14 mmol) and p-toluenesulfonic acid (1.62 g, 8.56 mmol) in acetic acid/water (40 ml/10 ml) were heated at 50° C. for 3 hours and then diluted (water) and extracted (diethyl ether). The organic phase was washed (saturated sodium hydrogen carbonate, brine), dried (magnesium sulfate) and evaporated in vacuo. The crude product was azeotroped with toluene, followed by ethyl acetate, followed by dichloromethane. The crude product then was chromatographed on silica, elu... The reactants are C1(CC1)CSC1=CC(=C(C=C1)N)N (4-(cyclopropylmethyl)thio-o-phenylenediamine), S(=O)(=O)(O)O.CSC(N)=N (2-methyl-2-thiopseudourea sulfate), [OH-].[Na+] (NaOH), ClC(=O)OC (methyl chloroformate). The solvent is CO (methanol), C(C)(=O)O (acetic acid), O (water). Run at time 15 minute. Product: C1(CC1)CSC1=CC2=C(NC(=N2)NC(OC)=O)C=C1 ([5-[(Cyclopropylmethyl)thio]-1H-benzimidazol-2-yl]carbamic acid, methyl ester). Reaction SMILES: S(O)(O)(=O)=O.CS[C:8](=[NH:10])[NH2:9].Cl[C:12]([O:14][CH3:15])=[O:13].[OH-].[Na+].[CH:18]1([CH2:21][S:22][C:23]2[CH:28]=[CH:27][C:26]([NH2:29])=[C:25](N)[CH:24]=2)[CH2:20][CH2:19]1>O.CO.C(O)(=O)C>[CH:18]1([CH2:21][S:22][C:23]2[CH:28]=[CH:27][C:26]3[NH:29][C:8]([NH:9][C:12](=[O:13])[O:14][CH3:15])=[N:10][C:25]=3[CH:24]=2)[CH2:19][CH2:20]1 |f:0.1,3.4|. Procedure details: To a mixture of 9 g of 2-methyl-2-thiopseudourea sulfate in 6 ml of water there is added 5.7 ml of methyl chloroformate at 0° C and the mixture is stirred for 15 minutes. Then there is added 12 ml of 25% NaOH dropwise and the mixture is stirred for 15 minutes. Then there is added 6 ml of acetic acid dropwise and the mixture is stirred for 15 minutes. The total amount of 4-(cyclopropylmethyl)thio-o-phenylenediamine from above in 50 ml of methanol is then added and the mixture is refluxed for 2 ho...